Dataset: the Open Reaction Database (ORD), a public repository of structured organic reaction records. Task: describe an organic reaction: reactants, conditions, products, and yield Reactants: CC(C)(C)NS(=O)(=O)c1cnc(Cl)s1, CCCC[Sn](CCCC)(CCCC)c1cn(-c2cc(-c3ccc(C(F)(F)F)cc3)cc(C(F)(F)F)n2)cn1, CCCCCCC, Cc1ccccc1, c1ccc(P(c2ccccc2)(c2ccccc2)[Pd](P(c2ccccc2)(c2ccccc2)c2ccccc2)(P(c2ccccc2)(c2ccccc2)c2ccccc2)P(c2ccccc2)(c2ccccc2)c2ccccc2)cc1. The product is CC(C)(C)NS(=O)(=O)c1cnc(-c2cn(-c3cc(-c4ccc(C(F)(F)F)cc4)cc(C(F)(F)F)n3)cn2)s1. Reaction SMILES: [C:39]([CH3:40])([CH3:41])([CH3:42])[NH:43][S:44](=[O:45])(=[O:46])[c:47]1[cH:48][n:49][c:50]([Cl:52])[s:51]1.[CH2:1]([Sn:2]([CH2:3][CH2:4][CH2:5][CH3:31])([c:6]1[n:7][cH:8][n:9](-[c:11]2[n:12][c:13]([C:27]([F:28])([F:29])[F:30])[cH:14][c:15](-[c:17]3[cH:18][cH:19][c:20]([C:23]([F:24])([F:25])[F:26])[cH:21][cH:22]3)[cH:16]2)[cH:10]1)[CH2:32][CH2:33][CH2:34][CH3:35])[CH2:36][CH2:37][CH3:38].[CH3:53][CH2:54][CH2:55][CH2:56][CH2:57][CH2:58][CH3:59].[CH3:60][c:61]1[cH:62][cH:63][cH:64][cH:65][cH:66]1.[cH:67]1[cH:68][cH:69][c:70]([P:71]([Pd:72]([P:73]([c:74]2[cH:75][cH:76][cH:77][cH:78][cH:79]2)([c:80]2[cH:81][cH:82][cH:83][cH:84][cH:85]2)[c:86]2[cH:87][cH:88][cH:89][cH:90][cH:91]2)([P:92]([c:93]2[cH:94][cH:95][cH:96][cH:97][cH:98]2)([c:99]2[cH:100][cH:101][cH:102][cH:103][cH:104]2)[c:105]2[cH:106][cH:107][cH:108][cH:109][cH:110]2)[P:111]([c:112]2[cH:113][cH:114][cH:115][cH:116][cH:117]2)([c:118]2[cH:119][cH:120][cH:121][cH:122][cH:123]2)[c:124]2[cH:125][cH:126][cH:127][cH:128][cH:129]2)([c:130]2[cH:131][cH:132][cH:133][cH:134][cH:135]2)[c:136]2[cH:137][cH:138][cH:139][cH:140][cH:141]2)[cH:142][cH:143]1>>[c:6]1(-[c:50]2[n:49][cH:48][c:47]([S:44]([NH:43][C:39]([CH3:40])([CH3:41])[CH3:42])(=[O:45])=[O:46])[s:51]2)[n:7][cH:8][n:9](-[c:11]2[n:12][c:13]([C:27]([F:28])([F:29])[F:30])[cH:14][c:15](-[c:17]3[cH:18][cH:19][c:20]([C:23]([F:24])([F:25])[F:26])[cH:21][cH:22]3)[cH:16]2)[cH:10]1. Reactants: CC(=O)OC1(C(=O)O)CCN(Cc2ccccc2)CC1, CNc1ccc(OC(F)(F)F)cc1, [Cl-], ClCCl, [K+], CN(C)C=O, O=S(=O)([O-])O. Yields the product CC(=O)OC1(C(=O)N(C)c2ccc(OC(F)(F)F)cc2)CCN(Cc2ccccc2)CC1. RXN SMILES: [C:1]([CH3:2])(=[O:3])[O:4][C:5]1([C:18](=[O:19])[OH:20])[CH2:6][CH2:7][N:8]([CH2:11][c:12]2[cH:13][cH:14][cH:15][cH:16][cH:17]2)[CH2:9][CH2:10]1.[CH3:22][NH:23][c:24]1[cH:25][cH:26][c:27]([O:30][C:31]([F:32])([F:33])[F:34])[cH:28][cH:29]1.[Cl-:21].[Cl:41][CH2:42][Cl:43].[K+:40].[O:44]=[CH:45][N:46]([CH3:47])[CH3:48].[S:35](=[O:36])(=[O:37])([OH:38])[O-:39]>>[C:1]([CH3:2])(=[O:3])[O:4][C:5]1([C:18](=[O:20])[N:23]([CH3:22])[c:24]2[cH:25][cH:26][c:27]([O:30][C:31]([F:32])([F:33])[F:34])[cH:28][cH:29]2)[CH2:6][CH2:7][N:8]([CH2:11][c:12]2[cH:13][cH:14][cH:15][cH:16][cH:17]2)[CH2:9][CH2:10]1. Starting materials: one, N(=NC(C#N)(C)C)C(C#N)(C)C (2,2′-azobis(2-methylpropionitrile)), C1=C(C=CC2=CC=CC=C12)S (2-naphthalenethiol), C12C(CC(C=C1)C2)C(=O)O (5-norbornene-2-carboxylic acid). The solvent is O1CCCC1 (tetrahydrofuran). Conditions: temperature 65 celsius, time 24 hour. Product: C1=C(C=CC2=CC=CC=C12)SC1CC2CC(C1C2)C(=O)O (6-(2-naphthylthio)bicyclo[2.2.1]heptane-2-carboxylic acid). As a reaction SMILES: [CH:1]1[C:10]2[C:5](=[CH:6][CH:7]=[CH:8][CH:9]=2)[CH:4]=[CH:3][C:2]=1[SH:11].[CH:12]12[CH2:18][CH:15]([CH:16]=[CH:17]1)[CH2:14][CH:13]2[C:19]([OH:21])=[O:20].N(C(C)(C)C#N)=NC(C)(C)C#N>O1CCCC1>[CH:1]1[C:10]2[C:5](=[CH:6][CH:7]=[CH:8][CH:9]=2)[CH:4]=[CH:3][C:2]=1[S:11][CH:17]1[CH:12]2[CH2:18][CH:15]([CH2:14][CH:13]2[C:19]([OH:21])=[O:20])[CH2:16]1. Reported procedure: In a 50-mL one neck round bottom flask, 2-naphthalenethiol, Catalog No. 270849 from Aldrich Co. (1.50 g) was dissolved in tetrahydrofuran (3.36 g). In the same flask, 5-norbornene-2-carboxylic acid, Catalog No. 147230 from Aldrich Co. (1.32 g), and 2,2′-azobis(2-methylpropionitrile), Catalog No. 441090 from Aldrich Co. (0.014 g), were added. The flask was heated while stirring in a 65° C. oil bath for 24 hours. The product, 6-(2-naphthylthio)bicyclo[2.2.1]heptane-2-carboxylic acid (2.82 g) was i... The reactants are N1=CNC2=C1C=CC(=C2)C(=O)NN (benzimidazol-5-carbohydrazide), COC=1C=C(C=C(C1OC)OC)CCC(=O)O (3-(3,4,5-trimethoxyphenyl)propionic acid). Yields the product COC=1C=C(CCC2=NN=C(O2)C2=CC3=C(NC=N3)C=C2)C=C(C1OC)OC (5-(5-(3,4,5-Trimethoxyphenethyl)-1,3,4-oxadiazol-2-yl)-1H-benzo[d]imidazole). RXN SMILES: [N:1]1[C:5]2[CH:6]=[CH:7][C:8]([C:10]([NH:12][NH2:13])=[O:11])=[CH:9][C:4]=2[NH:3][CH:2]=1.[CH3:14][O:15][C:16]1[CH:17]=[C:18]([CH2:26][CH2:27][C:28](O)=O)[CH:19]=[C:20]([O:24][CH3:25])[C:21]=1[O:22][CH3:23]>>[CH3:25][O:24][C:20]1[CH:19]=[C:18]([CH:17]=[C:16]([O:15][CH3:14])[C:21]=1[O:22][CH3:23])[CH2:26][CH2:27][C:28]1[O:11][C:10]([C:8]2[CH:7]=[CH:6][C:5]3[NH:1][CH:2]=[N:3][C:4]=3[CH:9]=2)=[N:12][N:13]=1. Reported procedure: The compound was synthesized starting from benzimidazol-5-carbohydrazide (176 mg, 1 mmol) and 3-(3,4,5-trimethoxyphenyl)propionic acid (241 mg; 1 mmol) as described in method 2; yield: 0.016 g (4.2%); MS m/z: 381.4 [M+H]+; 1H-NMR (CD3OD, 400 MHz): δ 3.12-3.16 (m, 2H); 3.31-3.33 (m, 2H); 3.70 (s, 3H), 3.77 (s, 6H); 6.56 (s, 2H); 7.94 (d, 1H, 3J=8.7 Hz); 8.15 (dd, 1H, 4J=1.7 Hz, 3J=8.7 Hz); 8.381-8.382 (m, 1H); 9.12 (s, 1H); HPLC (METHOD [A]): rt 10.41 min (89.6%) Starting materials: CC1(CC(=O)OC(C1)=O)C (3,3-dimethylglutaric anhydride), C1(=CC=CC=C1)CCCCCCC (1-phenylheptane), [Cl-].[Al+3].[Cl-].[Cl-] (aluminium chloride), ice water. The solvent is Cl (hydrochloric acid). The product is C(CCCCCC)C1=CC=C(C(=O)CC(CC(=O)O)(C)C)C=C1 (4-(4-heptylbenzoyl)-3,3-dimethyl butanoic acid). As a reaction SMILES: [CH3:1][C:2]1([CH3:10])[CH2:8][C:7](=[O:9])[O:6][C:4](=[O:5])[CH2:3]1.[C:11]1([CH2:17][CH2:18][CH2:19][CH2:20][CH2:21][CH2:22][CH3:23])[CH:16]=[CH:15][CH:14]=[CH:13][CH:12]=1.[Cl-].[Al+3].[Cl-].[Cl-]>Cl>[CH2:17]([C:11]1[CH:12]=[CH:13][C:14]([C:7]([CH2:8][C:2]([CH3:1])([CH3:10])[CH2:3][C:4]([OH:6])=[O:5])=[O:9])=[CH:15][CH:16]=1)[CH2:18][CH2:19][CH2:20][CH2:21][CH2:22][CH3:23] |f:2.3.4.5|. Reported procedure: First, 3,3-dimethylglutaric anhydride (25 g, 0.176 moles) is heated with 1-phenylheptane (150 ml) and anhydrous aluminium chloride (51.6 g, 0.387 moles) at 90°-100° C. for 1 hour. The reaction mixture is cooled to room temperature, poured into a mixture of ice water (500 ml) and concentrated hydrochloric acid (100 ml), and extracted with ether (3×150). The combined ether extracts are dried over anhydrous magnesium sulfate and filtered. Ether is removed under reduced pressure and the resulting so...